Dataset: the Open Reaction Database (ORD), a public repository of structured organic reaction records. Task: describe an organic reaction: reactants, conditions, products, and yield Starting materials: Intermediate 20, C(#C)C1=CC(=CC=C1)S(=O)(=O)CCC (1-ethynyl-3-(propane-1-sulfonyl)-benzene), C(#C)C1=CC(=CC=C1)S(=O)(=O)CCC (1-ethynyl-3-(propane-1-sulfonyl)-benzene), C(C)(C)(C)OC(COC1=C(C=C(C=C1)Br)I)=O ((4-bromo-2-iodo-phenoxy)-acetic acid tert-butyl ester), C(C)(C)(C)OC(COC1=C(C=C(C=C1)Br)I)=O ((4-bromo-2-iodo-phenoxy)-acetic acid tert-butyl ester). Yields the product C(C)(C)(C)OC(COC1=C(C=C(C=C1)Br)C#CC1=CC(=CC=C1)S(=O)(=O)CCC)=O (tert-butyl(4-bromo-2-{[3-(propylsulfonyl)phenyl]ethynyl}phenoxy)acetate). As a reaction SMILES: [C:1]([O:5][C:6](=[O:17])[CH2:7][O:8][C:9]1[CH:14]=[CH:13][C:12]([Br:15])=[CH:11][C:10]=1I)([CH3:4])([CH3:3])[CH3:2].[C:18]([C:20]1[CH:25]=[CH:24][CH:23]=[C:22]([S:26]([CH2:29][CH2:30][CH3:31])(=[O:28])=[O:27])[CH:21]=1)#[CH:19]>>[C:1]([O:5][C:6](=[O:17])[CH2:7][O:8][C:9]1[CH:14]=[CH:13][C:12]([Br:15])=[CH:11][C:10]=1[C:19]#[C:18][C:20]1[CH:25]=[CH:24][CH:23]=[C:22]([S:26]([CH2:29][CH2:30][CH3:31])(=[O:28])=[O:27])[CH:21]=1)([CH3:4])([CH3:3])[CH3:2]. Procedure: Following the general method as outlined in Intermediate 20, starting from (4-bromo-2-iodo-phenoxy)-acetic acid tert-butyl ester (Intermediate 190) and 1-ethynyl-3-(propane-1-sulfonyl)-benzene (Intermediate 42), the title compound was obtained as a yellow sticky solid after purification by flash column chromatography (silica), eluting with cyclohexane containing increasing amounts of EtOAc.